This data is from the Open Reaction Database (ORD), a public repository of structured organic reaction records. The task is: describe an organic reaction: reactants, conditions, products, and yield Yield: 88.0%. The product is Br.NC1N(C2=C(N1CCN1CCOCC1)C=CC=C2)CC(C2=CC=C(S2)Br)=O (2-Amino-3-(5-bromo-2-thenoylmethyl)-1-(2-morpholinoethyl)benzimidazole hydrobromide). Reactants: NC1=NC2=C(N1CCN1CCOCC1)C=CC=C2 (2-amino-1-(2-morpholinoethyl)benzimidazole), BrC1=CC=C(S1)C(CBr)=O (5-bromo-2-bromoacetylthiophene). Procedure details: Dissolve 2.46 g (10 mmol) of 2-amino-1-(2-morpholinoethyl)benzimidazole in 120 ml of acetone with heating. Subsequently, add 5-bromo-2-bromoacetylthiophene. After stirring, leave at room temperature for 3 to 4 hours. The 2-amino-3-(5-bromo-2-thenoylmethyl)-1-(2-morpholinoethyl)benzimidazole hydrobromide precipitate is filtered, washed twice with 20 ml of acetone each time and with ether (20 ml) to obtain 4.7 g of the title compound. Solvent: CC(=O)C (acetone). RXN SMILES: [NH2:1][C:2]1[N:6]([CH2:7][CH2:8][N:9]2[CH2:14][CH2:13][O:12][CH2:11][CH2:10]2)[C:5]2[CH:15]=[CH:16][CH:17]=[CH:18][C:4]=2[N:3]=1.[Br:19][C:20]1[S:24][C:23]([C:25](=[O:28])[CH2:26]Br)=[CH:22][CH:21]=1>CC(C)=O>[BrH:19].[NH2:1][CH:2]1[N:6]([CH2:7][CH2:8][N:9]2[CH2:10][CH2:11][O:12][CH2:13][CH2:14]2)[C:5]2[CH:15]=[CH:16][CH:17]=[CH:18][C:4]=2[N:3]1[CH2:26][C:25](=[O:28])[C:23]1[S:24][C:20]([Br:19])=[CH:21][CH:22]=1 |f:3.4|. Reactants: [BH4-], C1CCOC1, COC(=O)c1sc(C#CC(C)(C)C)cc1N(C(=O)C1CC=C(C)CC1)C1CCC(=O)CC1, CCOC(C)=O, [Na+], O. The product is COC(=O)c1sc(C#CC(C)(C)C)cc1N(C(=O)C1CC=C(C)CC1)C1CCC(O)CC1. As a reaction SMILES: [BH4-:33].[CH2:41]1[O:42][CH2:43][CH2:44][CH2:45]1.[CH3:1][O:2][C:3](=[O:4])[c:5]1[s:6][c:7]([C:27]#[C:28][C:29]([CH3:30])([CH3:31])[CH3:32])[cH:8][c:9]1[N:10]([CH:11]1[CH2:12][CH2:13][C:14](=[O:17])[CH2:15][CH2:16]1)[C:18](=[O:19])[CH:20]1[CH2:21][CH:22]=[C:23]([CH3:26])[CH2:24][CH2:25]1.[CH3:35][CH2:36][O:37][C:38]([CH3:39])=[O:40].[Na+:34].[OH2:46]>>[CH3:1][O:2][C:3](=[O:4])[c:5]1[s:6][c:7]([C:27]#[C:28][C:29]([CH3:30])([CH3:31])[CH3:32])[cH:8][c:9]1[N:10]([CH:11]1[CH2:12][CH2:13][CH:14]([OH:17])[CH2:15][CH2:16]1)[C:18](=[O:19])[CH:20]1[CH2:21][CH:22]=[C:23]([CH3:26])[CH2:24][CH2:25]1. The reactants are resultant solution, C(C(=C)C)(=O)O (methacrylic acid), O1CCCC=C1 (3,4-dihydro-2H-pyran), C1(=CC=C(C=C1)S(=O)(=O)O)C (p-toluene sulfonic acid), resultant solution. Run in O (water), C(C)OCC (diethyl ether), C(Cl)Cl (CH2Cl2). Yields the product C(C(=C)C)(=O)OC1OCCCC1 (tetrahydropyranyl methacrylate). Reaction SMILES: [C:1]([OH:6])(=[O:5])[C:2]([CH3:4])=[CH2:3].[O:7]1[CH:12]=[CH:11][CH2:10][CH2:9][CH2:8]1.C1(C)C=CC(S(O)(=O)=O)=CC=1>C(Cl)Cl.O.C(OCC)C>[C:1]([O:6][CH:8]1[CH2:9][CH2:10][CH2:11][CH2:12][O:7]1)(=[O:5])[C:2]([CH3:4])=[CH2:3]. Procedure: In this embodiment, 0.1 mol of methacrylic acid and 8.6 grams (0.11 mol) of 3,4-dihydro-2H-pyran was dissolved in 150 ml of CH2Cl2. Small amounts of p-toluene sulfonic acid were then added to the resultant solution. The resultant solution was allowed to react at room temperature for four hours to form a reaction product. Then, the reaction product was dissolved in an excess amount of water to which diethyl ether was added to extract the reaction product. After drying the reaction product with a ... The reactants are ClC1=CC=CC(=C1CN=[N+]=[N-])F (6-chloro-2-fluorobenzyl azide), C(#CC)C(=O)O (propinecarboxylic acid). The solvent is C1(=CC=CC=C1)C (toluene). The product is ClC1=CC=CC(=C1CN1N=NC(=C1)C(=O)O)F (1-(6-chloro-2-fluorobenzyl)-1H-1,2,3-triazole-4-carboxylic acid). As a reaction SMILES: [Cl:1][C:2]1[C:7]([CH2:8][N:9]=[N+:10]=[N-:11])=[C:6]([F:12])[CH:5]=[CH:4][CH:3]=1.[C:13]([C:16]([OH:18])=[O:17])#[C:14]C>C1(C)C=CC=CC=1>[Cl:1][C:2]1[C:7]([CH2:8][N:9]2[CH:14]=[C:13]([C:16]([OH:18])=[O:17])[N:11]=[N:10]2)=[C:6]([F:12])[CH:5]=[CH:4][CH:3]=1. Reported procedure: 27.5 g (0.15 mole) of 6-chloro-2-fluorobenzyl azide and 10.5 g (0.15 mole) of propinecarboxylic acid in 300 ml of toluene are heated for 3 hours to 90° C. After cooling, the crystals are filtered with suction and recrystallised from acetonitrile to give 1-(6-chloro-2-fluorobenzyl)-1H-1,2,3-triazole-4-carboxylic acid with a melting point of 182° C. (dec.). Reactants: ClCCCl, Cc1[nH]c2c(c1C(=O)O)CCC2=O, C1CNC(CN2CCCC2)C1, CN(C)C=O, On1nnc2ccccc21. Yields the product Cc1[nH]c2c(c1C(=O)N1CCCC1CN1CCCC1)CCC2=O. RXN SMILES: [CH2:24]([Cl:25])[CH2:26][Cl:27].[CH3:1][c:2]1[c:3]([C:11](=[O:12])[OH:13])[c:4]2[c:5]([nH:6]1)[C:7](=[O:10])[CH2:8][CH2:9]2.[NH:28]1[CH:29]([CH2:33][N:34]2[CH2:35][CH2:36][CH2:37][CH2:38]2)[CH2:30][CH2:31][CH2:32]1.[O:39]=[CH:40][N:41]([CH3:42])[CH3:43].[OH:14][n:15]1[c:16]2[c:17]([cH:18][cH:19][cH:20][cH:21]2)[n:22][n:23]1>>[CH3:1][c:2]1[c:3]([C:11](=[O:13])[N:28]2[CH:29]([CH2:33][N:34]3[CH2:35][CH2:36][CH2:37][CH2:38]3)[CH2:30][CH2:31][CH2:32]2)[c:4]2[c:5]([nH:6]1)[C:7](=[O:10])[CH2:8][CH2:9]2.